From a dataset of the Open Reaction Database (ORD), a public repository of structured organic reaction records. describe an organic reaction: reactants, conditions, products, and yield Reactants: NC(C(=O)NC1=C(C2=C(CN(CC2)C(=O)C2CC2)S1)C(C1=C(C=CC=C1)Cl)=O)C (2-(2-aminopropionylamino)-3-(2-chlorobenzoyl)-6-cyclopropanecarbonyl-4,5,6,7-tetrahydro-thieno[2,3-C]pyridine), C(C)(=O)O (acetic acid). Yield: 23.9%. As a reaction SMILES: [NH2:1][CH:2]([CH3:29])[C:3]([NH:5][C:6]1[S:19][C:9]2[CH2:10][N:11]([C:14]([CH:16]3[CH2:18][CH2:17]3)=[O:15])[CH2:12][CH2:13][C:8]=2[C:7]=1[C:20](=O)[C:21]1[CH:26]=[CH:25][CH:24]=[CH:23][C:22]=1[Cl:27])=[O:4].C(O)(=O)C>C1(C)C=CC=CC=1.N1C=CC=CC=1>[Cl:27][C:22]1[CH:23]=[CH:24][CH:25]=[CH:26][C:21]=1[C:20]1[C:7]2[C:8]3[CH2:13][CH2:12][N:11]([C:14]([CH:16]4[CH2:18][CH2:17]4)=[O:15])[CH2:10][C:9]=3[S:19][C:6]=2[NH:5][C:3](=[O:4])[CH:2]([CH3:29])[N:1]=1. The product is ClC1=C(C=CC=C1)C1=NC(C(NC2=C1C1=C(S2)CN(CC1)C(=O)C1CC1)=O)C (5-(2-Chlorophenyl)-8-cyclopropanecarbonyl-3-methyl-6,7,8,9-tetrahydro-1H,3H-pyrido[4',3': 4,5]thieno[3,2-f][1,4]diazepin-2-one). Procedure: 12.95 g of 2-(2-aminopropionylamino)-3-(2-chlorobenzoyl)-6-cyclopropanecarbonyl-4,5,6,7-tetrahydro-thieno[2,3-C]pyridine was dissolved in 260 ml of toluene and 90 ml of pyridine, to which 5.4 g of acetic acid was added, followed by heating under reflux for 5 hours. After removal of the solvent by distillation, benzene was added and the resultant crystals were collected by filtration to obtain 2.96 g of the intended compound. The mother liquor was subjected to silica gel column chromatography (el... Run in C1(=CC=CC=C1)C (toluene), N1=CC=CC=C1 (pyridine). The reactants are C(CCC)C1OC(C=2C1=NC=1C(=CC=CC1C2O)C(F)(F)F)=NC=2SC=CN2 (3-butyl-1,3-dihydro-1-[(2-thiazolyl)-imino]-5-trifluoromethyl-furo[3,4-b]quinoline-9-ol), Cl (hydrochloric acid), O (water). Conditions: temperature 50 celsius. The product is OC1=C(C(=NC2=C(C=CC=C12)C(F)(F)F)C(CCCC)O)C(=O)NC=1SC=CN1 (4-hydroxy-2-(1-hydroxypentyl)-N-(2-thiazolyl)-8-trifluoromethyl-3-quinoline-carboxamide). Reaction SMILES: [CH2:1]([CH:5]1[C:9]2=[N:10][C:11]3[C:12]([C:19]([F:22])([F:21])[F:20])=[CH:13][CH:14]=[CH:15][C:16]=3[C:17]([OH:18])=[C:8]2[C:7](=[N:23][C:24]2[S:25][CH:26]=[CH:27][N:28]=2)[O:6]1)[CH2:2][CH2:3][CH3:4].Cl.[OH2:30]>>[OH:18][C:17]1[C:16]2[C:11](=[C:12]([C:19]([F:22])([F:20])[F:21])[CH:13]=[CH:14][CH:15]=2)[N:10]=[C:9]([CH:5]([OH:30])[CH2:1][CH2:2][CH2:3][CH3:4])[C:8]=1[C:7]([NH:23][C:24]1[S:25][CH:26]=[CH:27][N:28]=1)=[O:6]. Procedure details: A mixture of 6.1 g of the product of Step C, 60 ml of water and 60 ml of 6N hydrochloric acid was heated at 50° C. for 5 hours and was then cooled to room temperature and iced and vacuum filtered. The product was washed with water and added to 100 ml of water. The mixture was extracted with ethyl acetate and the organic phase was washed with water, dried, filtered and evaporated to dryness under reduced pressure. The 6.4 of residue was added to 50 ml of ether and the mixture was iced and vacuum ...